This data is from the Open Reaction Database (ORD), a public repository of structured organic reaction records. The task is: describe an organic reaction: reactants, conditions, products, and yield The reactants are FC1=C(C=C(C(=O)OC)C=C1)NC(=O)C1=CN=C2N1C=CC=C2 (methyl 4-fluoro-3-(imidazo[1,2-a]pyridine-3-carboxamido)benzoate), O.[OH-].[Li+] (lithium hydroxide monohydrate). Solvent: O (water), C1CCOC1 (THF), CO (MeOH). Reaction conditions: time 8 hour. Product: FC1=C(C=C(C(=O)O)C=C1)NC(=O)C1=CN=C2N1C=CC=C2 (4-Fluoro-3-(imidazo[1,2-a]pyridine-3-carboxamido)benzoic Acid), hydrochloride salt. As a reaction SMILES: [F:1][C:2]1[CH:11]=[CH:10][C:5]([C:6]([O:8]C)=[O:7])=[CH:4][C:3]=1[NH:12][C:13]([C:15]1[N:19]2[CH:20]=[CH:21][CH:22]=[CH:23][C:18]2=[N:17][CH:16]=1)=[O:14].O.[OH-].[Li+]>O.C1COCC1.CO>[F:1][C:2]1[CH:11]=[CH:10][C:5]([C:6]([OH:8])=[O:7])=[CH:4][C:3]=1[NH:12][C:13]([C:15]1[N:19]2[CH:20]=[CH:21][CH:22]=[CH:23][C:18]2=[N:17][CH:16]=1)=[O:14] |f:1.2.3|. Reported procedure: A suspension of methyl 4-fluoro-3-(imidazo[1,2-a]pyridine-3-carboxamido)benzoate (step 1) (7.2 g, 22.98 mmol) in water (30 ml), THF (45.0 ml) and MeOH (15.00 ml) was treated with lithium hydroxide monohydrate (4.82 g, 115 mmol). The reaction mixture was stirred at RT overnight and concentrated in vacuo to remove THF and MeOH. The resulting mixture was acidified with 2M HCl to yield a solid that was collected by filtration and washed with ether (3×). The white solid was dried in the vacuum oven a... The reactants are ice, CN(C=O)C (N,N-dimethylformamide), P(=O)(Cl)(Cl)Cl (phosphorus oxychloride), C1(O)=CC(O)=CC(O)=C1 (phloroglucinol), O1CCOCC1 (dioxan). Reaction conditions: temperature 40 celsius. Yields the product OC1=C(C(=CC(=C1C)O)O)C (2,4,6-trihydroxy-1,3-dimethylbenzene). As a reaction SMILES: [C:1]1([CH:9]=[C:7]([OH:8])[CH:6]=[C:4]([OH:5])[CH:3]=1)O.CN(C)[CH:12]=[O:13].P(Cl)(Cl)(Cl)=O.O1CCOC[CH2:21]1>>[OH:8][C:7]1[C:6]([CH3:21])=[C:4]([OH:5])[CH:3]=[C:12]([OH:13])[C:9]=1[CH3:1]. Procedure: 0.6 kg of phloroglucinol is dissolved in 1.4 liters of dioxan and a mixture containing 0.8 liters of N,N-dimethylformamide and 0.96 liters of phosphorus oxychloride is added slowly and with vigorous stirring. The addition of the reagent having been completed, the reaction is maintained at 40° C. for 12 hours containing the stirring and then the whole is poured over 10 kg of crushed ice. The reactants are CCc1nc2c(F)ccc(OCC(=O)OC)c2c(OC(F)F)c1Cc1ccc(B2OC(C)(C)C(C)(C)O2)cc1, CC(=O)[O-], Clc1cn[nH]c1, O, c1ccncc1. The product is CCc1nc2c(F)ccc(OCC(=O)OC)c2c(OC(F)F)c1Cc1ccc(-n2cc(Cl)cn2)cc1. As a reaction SMILES: [CH3:1][O:2][C:3]([CH2:4][O:5][c:6]1[c:7]2[c:8]([O:35][CH:36]([F:37])[F:38])[c:9]([CH2:19][c:20]3[cH:21][cH:22][c:23]([B:26]4[O:27][C:28]([CH3:29])([CH3:30])[C:31]([CH3:32])([CH3:33])[O:34]4)[cH:24][cH:25]3)[c:10]([CH2:17][CH3:18])[n:11][c:12]2[c:13]([F:16])[cH:14][cH:15]1)=[O:39].[CH3:46][C:47](=[O:48])[O-:49].[Cl:40][c:41]1[cH:42][n:43][nH:44][cH:45]1.[OH2:56].[cH:50]1[cH:51][cH:52][n:53][cH:54][cH:55]1>>[CH3:1][O:2][C:3]([CH2:4][O:5][c:6]1[c:7]2[c:8]([O:35][CH:36]([F:37])[F:38])[c:9]([CH2:19][c:20]3[cH:21][cH:22][c:23](-[n:43]4[cH:42][c:41]([Cl:40])[cH:45][n:44]4)[cH:24][cH:25]3)[c:10]([CH2:17][CH3:18])[n:11][c:12]2[c:13]([F:16])[cH:14][cH:15]1)=[O:39]. The reactants are COC=1C=CC(=C2C=C(OC21)C2CCCC2)C#N (7-methoxy-2-cyclopentylbenzofuran-4carbonitrile), Cl (hydrochloric acid), [OH-].[Na+] (sodium hydroxide), OO (hydrogen peroxide). Run in ice water, C(CCC)O (n-butanol). Yields the product COC=1C=CC(=C2C=C(OC21)C2CCCC2)C(=O)O (7-Methoxy-2-cyclopentylbenzofuran-4-carboxylic acid). RXN SMILES: [CH3:1][O:2][C:3]1[CH:4]=[CH:5][C:6]([C:17]#N)=[C:7]2[C:11]=1[O:10][C:9]([CH:12]1[CH2:16][CH2:15][CH2:14][CH2:13]1)=[CH:8]2.[OH-:19].[Na+].[OH:21]O.Cl>C(O)CCC>[CH3:1][O:2][C:3]1[CH:4]=[CH:5][C:6]([C:17]([OH:21])=[O:19])=[C:7]2[C:11]=1[O:10][C:9]([CH:12]1[CH2:16][CH2:15][CH2:14][CH2:13]1)=[CH:8]2 |f:1.2|. Procedure details: 0.5 g of 7-methoxy-2-cyclopentylbenzofuran-4carbonitrile is heated to reflux for 5 h in a solution of 10 ml of n-butanol, 30 ml of sodium hydroxide solution (50% strength) and 2.5 ml of hydrogen peroxide (30% strength). The mixture is then diluted with ice water, acidified to pH 1-2 with 2 N hydrochloric acid and the precipitate formed is filtered off with suction, washed with water until acid-free and dried in vacuo: m.p. 170-171° C. Starting materials: CCCCO, Cc1cccc(Oc2cc(Nc3cccc(N)n3)ncn2)c1, Clc1cc(Cl)ncn1, Nc1cccc(N)n1. The product is Nc1cccc(Nc2cc(Cl)ncn2)n1. As a reaction SMILES: [CH2:39]([OH:40])[CH2:41][CH2:42][CH3:43].[CH3:1][c:2]1[cH:3][c:4]([O:22][c:6]2[cH:7][c:8]([NH:12][c:13]3[n:14][c:15]([NH2:19])[cH:16][cH:17][cH:18]3)[n:9][cH:10][n:11]2)[cH:5][cH:20][cH:21]1.[Cl:31][c:32]1[cH:33][c:34]([Cl:35])[n:36][cH:37][n:38]1.[NH2:23][c:24]1[cH:25][cH:26][cH:27][c:28]([NH2:29])[n:30]1>>[c:6]1([Cl:31])[cH:7][c:8]([NH:12][c:13]2[n:14][c:15]([NH2:19])[cH:16][cH:17][cH:18]2)[n:9][cH:10][n:11]1.